This data is from the Open Reaction Database (ORD), a public repository of structured organic reaction records. The task is: describe an organic reaction: reactants, conditions, products, and yield Reactants: N(=[N+]=[N-])[Si](C)(C)C (azidotrimethylsilane), C(#N)C1=C(C=CC=C1C1CC1)NS(=O)(=O)C1=CC=CC=C1 (N-(2-Cyano-3-cyclopropylphenyl)-benzenesulfonamide), C(CCC)[Sn](CCCC)=O (dibutyltin oxide), C(#N)C1=C(C=CC=C1C1CC1)NS(=O)(=O)C1=CC=CC=C1 (N-(2-Cyano-3-cyclopropylphenyl)-benzenesulfonamide), N(=[N+]=[N-])[Si](C)(C)C (azidotrimethyl-silane), Cl (hydrochloric acid). Run in ClCCCl (1,2-dichloroethane). Run at temperature 140 celsius. The product is C1(CC1)C=1C(=C(C=CC1)NS(=O)(=O)C1=CC=CC=C1)C1=NN=NN1 (N-[3-Cyclopropyl-2-(1H-tetrazol-5-yl)-phenyl]-benzenesulfonamide). The yield is 65.5%. RXN SMILES: [C:1]([C:3]1[C:8]([CH:9]2[CH2:11][CH2:10]2)=[CH:7][CH:6]=[CH:5][C:4]=1[NH:12][S:13]([C:16]1[CH:21]=[CH:20][CH:19]=[CH:18][CH:17]=1)(=[O:15])=[O:14])#[N:2].[N:22]([Si](C)(C)C)=[N+:23]=[N-:24].C([Sn](=O)CCCC)CCC.Cl>ClCCCl>[CH:9]1([C:8]2[C:3]([C:1]3[NH:24][N:23]=[N:22][N:2]=3)=[C:4]([NH:12][S:13]([C:16]3[CH:21]=[CH:20][CH:19]=[CH:18][CH:17]=3)(=[O:14])=[O:15])[CH:5]=[CH:6][CH:7]=2)[CH2:10][CH2:11]1. Procedure: N-(2-Cyano-3-cyclopropylphenyl)-benzenesulfonamide (Intermediate 9, 0.052 g), azidotrimethyl-silane (0.087 g) and dibutyltin oxide (0.038 g) were suspended in 1,2-dichloroethane (3 mL). The mixture was heated by microwave irradiation at 140° C. for 45 minutes. Six further aliquots of azidotrimethylsilane (0.174 g) were added and after each addition the mixture was heated by microwave irradiation at 140° C. for 60 minutes. The reaction mixture was acidified to pH 1 using 1N hydrochloric acid, and... Starting materials: C(C1=CC=CC=C1)OC(=O)N[C@H](C(=O)OC)CC(CC1=CC=CC=C1)(F)F (methyl (S)-2-benzyloxycarbonylamino-4,4-difluoro-5-phenylpentanoate), Br (HBr), C(C)OCC (diethyl ether). Run in C(C)(=O)O (acetic acid). Reaction conditions: time 3 hour. Yields the product N[C@H](C(=O)OC)CC(CC1=CC=CC=C1)(F)F (methyl (S)-2-amino-4,4-difluoro-5-phenylpentanoate). RXN SMILES: C(OC([NH:11][C@@H:12]([CH2:17][C:18]([F:27])([F:26])[CH2:19][C:20]1[CH:25]=[CH:24][CH:23]=[CH:22][CH:21]=1)[C:13]([O:15][CH3:16])=[O:14])=O)C1C=CC=CC=1.Br.C(OCC)C>C(O)(=O)C>[NH2:11][C@@H:12]([CH2:17][C:18]([F:26])([F:27])[CH2:19][C:20]1[CH:25]=[CH:24][CH:23]=[CH:22][CH:21]=1)[C:13]([O:15][CH3:16])=[O:14]. Procedure: 3.0 g of methyl (S)-2-benzyloxycarbonylamino-4,4-difluoro-5-phenylpentanoate (8.0 mmol) were admixed with 8.0 ml (5 eq.) of a 30% HBr solution in glacial acetic acid with ice bath cooling and stirred for 3 h. 100 ml of diethyl ether were added and the resulting precipitate was filtered off with suction. The crude product thus obtained was purified by preparative HPLC (gradient: acetonitrile/water and addition of 0.05% TFA). The amorphous solid obtained after freeze-drying was taken up in dichlor... Starting materials: O[C@H](C)[C@@H]1[C@@H]2N(C(C([C@@H]2C)=O)C(=O)OCC2=CC=C(C=C2)[N+](=O)[O-])C1=O (p-nitrobenzyl (1R,5R,6S)-6-[(1R)-1-hydroxyethyl]-1-methyl-2-oxo-1-carbapenam-3-carboxylate), Cl.CN1C(CN(CC1)C(CS)=N)=O (2-(4-methyl-3-oxopiperazin-1-yl)-2-iminoethylmercaptan hydrochloride). Yields the product CN1C(CN(CC1)C(CSC=1[C@@H]([C@H]2N(C1C(=O)O)C([C@@H]2[C@@H](C)O)=O)C)=N)=O ((1R,5S,6S)-2-[2-(4-Methyl-3-oxopiperazin-1-yl)-2-iminoethylthio]-6-[(1R)-1-hydroxyethyl]-1-methyl-1-carbapen-2-em-3-carboxylic acid). Isolated yield 9.1%. As a reaction SMILES: [OH:1][C@@H:2]([C@H:4]1[C:25](=[O:26])[N:6]2[CH:7]([C:12]([O:14]CC3C=CC([N+]([O-])=O)=CC=3)=[O:13])[C:8](=O)[C@H:9]([CH3:10])[C@H:5]12)[CH3:3].Cl.[CH3:28][N:29]1[CH2:34][CH2:33][N:32]([C:35](=[NH:38])[CH2:36][SH:37])[CH2:31][C:30]1=[O:39]>>[CH3:28][N:29]1[CH2:34][CH2:33][N:32]([C:35](=[NH:38])[CH2:36][S:37][C:8]2[C@H:9]([CH3:10])[C@@H:5]3[C@@H:4]([C@H:2]([OH:1])[CH3:3])[C:25](=[O:26])[N:6]3[C:7]=2[C:12]([OH:14])=[O:13])[CH2:31][C:30]1=[O:39] |f:1.2|. Procedure details: The procedure of Example 1(3) was repeated, except that 100 mg of p-nitrobenzyl (1R,5R,6S)-6-[(1R)-1-hydroxyethyl]-1-methyl-2-oxo-1-carbapenam-3-carboxylate and 90 mg of 2-(4-methyl-3-oxopiperazin-1-yl)-2-iminoethylmercaptan hydrochloride were used. After hydrogenation and filtration over "Celite" (Trade Mark) filter aid, the filtrate was extracted twice with 20 ml portions of diethyl ether. The aqueous phase was concentrated by evaporation under reduced pressure, and the residue was purified by... Reactants: ClC1=NC=C(C=C1Cl)C(F)(F)F (2,3-dichloro-5-(trifluoromethyl)pyridine), C(C)N1N=C2C=CC(=CC2=C1)CNS(=O)(=O)C1=CC=C(C(=O)OC)C=C1 (methyl 4-(N-((2-ethyl-2H-indazol-5-yl)methyl)sulfamoyl)benzoate). Yields the product ClC=1C(=NC=C(C1)C(F)(F)F)N(S(=O)(=O)C1=CC=C(C(=O)OC)C=C1)CC1=CC2=CN(N=C2C=C1)CC (Methyl 4-(N-(3-chloro-5-(trifluoromethyl)pyridin-2-yl)-N-((2-ethyl-2H-indazol-5-yl)methyl)sulfamoyl)benzoate). As a reaction SMILES: Cl[C:2]1[C:7]([Cl:8])=[CH:6][C:5]([C:9]([F:12])([F:11])[F:10])=[CH:4][N:3]=1.[CH2:13]([N:15]1[CH:23]=[C:22]2[C:17]([CH:18]=[CH:19][C:20]([CH2:24][NH:25][S:26]([C:29]3[CH:38]=[CH:37][C:32]([C:33]([O:35][CH3:36])=[O:34])=[CH:31][CH:30]=3)(=[O:28])=[O:27])=[CH:21]2)=[N:16]1)[CH3:14]>>[Cl:8][C:7]1[C:2]([N:25]([CH2:24][C:20]2[CH:19]=[CH:18][C:17]3[C:22](=[CH:23][N:15]([CH2:13][CH3:14])[N:16]=3)[CH:21]=2)[S:26]([C:29]2[CH:30]=[CH:31][C:32]([C:33]([O:35][CH3:36])=[O:34])=[CH:37][CH:38]=2)(=[O:28])=[O:27])=[N:3][CH:4]=[C:5]([C:9]([F:12])([F:11])[F:10])[CH:6]=1. Reported procedure: The titled compound was prepared according to the procedure described in step-2 of Example 1 from 2,3-dichloro-5-(trifluoromethyl)pyridine and methyl 4-(N-((2-ethyl-2H-indazol-5-yl)methyl)sulfamoyl)benzoate (step-5 of Example 13). Starting materials: NC1=C(C=NN1C)C(=O)OCC (ethyl 5-amino-1-methylpyrazole-4-carboxylate), [H-].[Na+] (sodium hydride), [Cl-].[NH4+] (ammonium chloride), BrCC1=CC=C(C=C1)C1=C(C=CC=C1)C#N (4-bromomethyl-2'-cyanobiphenyl). The solvent is O1CCCC1 (tetrahydrofuran). Run at time 1 hour. The product is C(#N)C1=C(C=CC=C1)C1=CC=C(C=C1)CNC1=C(C=NN1C)C(=O)OCC (Ethyl 5-(2'-cyanobiphenyl-4-yl)methylamino-1-methylpyrazole-4-carboxylate). Isolated yield 57.0%. RXN SMILES: [NH2:1][C:2]1[N:6]([CH3:7])[N:5]=[CH:4][C:3]=1[C:8]([O:10][CH2:11][CH3:12])=[O:9].[H-].[Na+].Br[CH2:16][C:17]1[CH:22]=[CH:21][C:20]([C:23]2[CH:28]=[CH:27][CH:26]=[CH:25][C:24]=2[C:29]#[N:30])=[CH:19][CH:18]=1.[Cl-].[NH4+]>O1CCCC1>[C:29]([C:24]1[CH:25]=[CH:26][CH:27]=[CH:28][C:23]=1[C:20]1[CH:19]=[CH:18][C:17]([CH2:16][NH:1][C:2]2[N:6]([CH3:7])[N:5]=[CH:4][C:3]=2[C:8]([O:10][CH2:11][CH3:12])=[O:9])=[CH:22][CH:21]=1)#[N:30] |f:1.2,4.5|. Reported procedure: To a solution of ethyl 5-amino-1-methylpyrazole-4-carboxylate (1.6 9 g) (P. Schmidt et al. Helv. Chim. Acta., 1959, 42, 349) in tetrahydrofuran (30 ml) was added at 0° C. sodium hydride (about 60% in oil, 0.48 g). The mixture was stirred for one hour at room temperature. To the reaction mixture was added portionwise at 0° C. 4-bromomethyl-2'-cyanobiphenyl (3.27 g). The mixture was stirred overnight at room temperature. The reaction mixture was poured into a saturated aqueous solution of ammonium... The reactants are CCCCCCCCCCOC(=O)Cl, Cl, Nc1ccc2c(ccn2-c2ccc(NC(=O)N(O)c3ccc(Cl)c(C(F)(F)F)c3)cc2)c1. Yields the product CCCCCCCCCCOC(=O)Nc1ccc2c(ccn2-c2ccc(NC(=O)N(O)c3ccc(Cl)c(C(F)(F)F)c3)cc2)c1. Reaction SMILES: [Cl:34][C:35](=[O:36])[O:37][CH2:38][CH2:39][CH2:40][CH2:41][CH2:42][CH2:43][CH2:44][CH2:45][CH2:46][CH3:47].[ClH:1].[NH2:2][c:3]1[cH:4][c:5]2[cH:6][cH:7][n:8](-[c:12]3[cH:13][cH:14][c:15]([NH:18][C:19](=[O:20])[N:21]([OH:22])[c:23]4[cH:24][c:25]([C:30]([F:31])([F:32])[F:33])[c:26]([Cl:29])[cH:27][cH:28]4)[cH:16][cH:17]3)[c:9]2[cH:10][cH:11]1>>[NH:2]([c:3]1[cH:4][c:5]2[cH:6][cH:7][n:8](-[c:12]3[cH:13][cH:14][c:15]([NH:18][C:19](=[O:20])[N:21]([OH:22])[c:23]4[cH:24][c:25]([C:30]([F:31])([F:32])[F:33])[c:26]([Cl:29])[cH:27][cH:28]4)[cH:16][cH:17]3)[c:9]2[cH:10][cH:11]1)[C:35](=[O:36])[O:37][CH2:38][CH2:39][CH2:40][CH2:41][CH2:42][CH2:43][CH2:44][CH2:45][CH2:46][CH3:47]. The reactants are FC(C1=NNC=C1C(=O)OCC)(F)F (ethyl 3-trifluoromethyl-1H-pyrazole-4-carboxylate), ClC1=NC(=NC(=C1I)C(F)(F)F)SC(C)C (4-Chloro-5-iodo-2-isopropylthio-6-trifluoromethylpyrimidine), O (water). The solvent is CS(=O)C (dimethylsulfoxide). Run at temperature 80 celsius. Yields the product IC=1C(=NC(=NC1C(F)(F)F)SC(C)C)N1N=C(C(=C1)C(=O)OCC)C(F)(F)F (ethyl 1-(5-iodo-2-isopropylthio-6-trifluoromethylpyrimidin-4-yl)-3-trifluoromethyl-1H-pyrazole-4-carboxylate). Isolated yield 70.4%. Reaction SMILES: Cl[C:2]1[C:7]([I:8])=[C:6]([C:9]([F:12])([F:11])[F:10])[N:5]=[C:4]([S:13][CH:14]([CH3:16])[CH3:15])[N:3]=1.[F:17][C:18]([F:30])([F:29])[C:19]1[C:23]([C:24]([O:26][CH2:27][CH3:28])=[O:25])=[CH:22][NH:21][N:20]=1.O>CS(C)=O>[I:8][C:7]1[C:2]([N:21]2[CH:22]=[C:23]([C:24]([O:26][CH2:27][CH3:28])=[O:25])[C:19]([C:18]([F:17])([F:29])[F:30])=[N:20]2)=[N:3][C:4]([S:13][CH:14]([CH3:16])[CH3:15])=[N:5][C:6]=1[C:9]([F:12])([F:11])[F:10]. Reported procedure: 4-Chloro-5-iodo-2-isopropylthio-6-trifluoromethylpyrimidine (0.30 g) was dissolved in dimethylsulfoxide (3.0 ml) and ethyl 3-trifluoromethyl-1H-pyrazole-4-carboxylate (0.16 g) and 1,8-diazabicyclo-[5,4,0]-under-7-ene (0.12 g) was added at room temperature with stirring. The mixture was heated to 80° C. and stirred for 2 hr. After cooling to room temperature, the mixture was added water and extracted with benzene. The benzene layer was washed with water and brine, respectively and dried over magn...